From a dataset of the Open Reaction Database (ORD), a public repository of structured organic reaction records. describe an organic reaction: reactants, conditions, products, and yield The reactants are CCc1nc2c(Cl)ccc(OCC(=O)OC)c2c(OC(F)F)c1Cc1ccc(-n2cccn2)cc1, Cl, [Li+], C1CCOC1, [OH-]. Yields the product CCc1nc2c(Cl)ccc(OCC(=O)O)c2c(OC(F)F)c1Cc1ccc(-n2cccn2)cc1. Reaction SMILES: [CH3:1][O:2][C:3]([CH2:4][O:5][c:6]1[c:7]2[c:8]([O:31][CH:32]([F:33])[F:34])[c:9]([CH2:19][c:20]3[cH:21][cH:22][c:23](-[n:26]4[n:27][cH:28][cH:29][cH:30]4)[cH:24][cH:25]3)[c:10]([CH2:17][CH3:18])[n:11][c:12]2[c:13]([Cl:16])[cH:14][cH:15]1)=[O:35].[ClH:43].[Li+:36].[O:38]1[CH2:39][CH2:40][CH2:41][CH2:42]1.[OH-:37]>>[O:2]=[C:3]([CH2:4][O:5][c:6]1[c:7]2[c:8]([O:31][CH:32]([F:33])[F:34])[c:9]([CH2:19][c:20]3[cH:21][cH:22][c:23](-[n:26]4[n:27][cH:28][cH:29][cH:30]4)[cH:24][cH:25]3)[c:10]([CH2:17][CH3:18])[n:11][c:12]2[c:13]([Cl:16])[cH:14][cH:15]1)[OH:35].